Task: describe an organic reaction: reactants, conditions, products, and yield. Dataset: the Open Reaction Database (ORD), a public repository of structured organic reaction records Reactants: CC(C)(C)OC(=O)N1CCC(C#N)CC1, C1CCOC1, C[Si](C)(C)[N-][Si](C)(C)C, Cc1ccccc1, [K+], [Na+], O=C(Cl)N1CCOCC1, [OH-]. Yields the product CC(C)(C)OC(=O)N1CCC(C#N)(C(=O)N2CCOCC2)CC1. RXN SMILES: [C:1](#[N:2])[CH:3]1[CH2:4][CH2:5][N:6]([C:9](=[O:10])[O:11][C:12]([CH3:13])([CH3:14])[CH3:15])[CH2:7][CH2:8]1.[CH2:44]1[O:45][CH2:46][CH2:47][CH2:48]1.[CH3:17][Si:18]([N-:19][Si:20]([CH3:21])([CH3:22])[CH3:23])([CH3:24])[CH3:25].[CH3:26][c:27]1[cH:28][cH:29][cH:30][cH:31][cH:32]1.[K+:16].[Na+:43].[O:33]1[CH2:34][CH2:35][N:36]([C:39](=[O:40])[Cl:41])[CH2:37][CH2:38]1.[OH-:42]>>[C:1](#[N:2])[C:3]1([C:39]([N:36]2[CH2:35][CH2:34][O:33][CH2:38][CH2:37]2)=[O:40])[CH2:4][CH2:5][N:6]([C:9](=[O:10])[O:11][C:12]([CH3:13])([CH3:14])[CH3:15])[CH2:7][CH2:8]1. Starting materials: ClC1=C(CC=2C(=NNC2OC)N)C=CC=C1Cl (4-(2,3-dichlorobenzyl)-5-methoxy-1H-pyrazol-3-amine), O=C(CC(=O)OCC)C1=CC=NC=C1 (ethyl 3-oxo-3-(pyridin-4-yl)propanoate). Solvent: C(C)(=O)O (acetic acid). The product is ClC1=C(CC=2C(=NN3C2N=C(C=C3O)C3=CC=NC=C3)OC)C=CC=C1Cl (3-(2,3-dichlorobenzyl)-2-methoxy-5-(pyridin-4-yl)pyrazolo[1,5-a]pyrimidin-7-ol). Isolated yield 12.9%. Reaction SMILES: [Cl:1][C:2]1[C:16]([Cl:17])=[CH:15][CH:14]=[CH:13][C:3]=1[CH2:4][C:5]1[C:6]([NH2:12])=[N:7][NH:8][C:9]=1[O:10][CH3:11].O=[C:19]([C:26]1[CH:31]=[CH:30][N:29]=[CH:28][CH:27]=1)[CH2:20][C:21](OCC)=[O:22]>C(O)(=O)C>[Cl:1][C:2]1[C:16]([Cl:17])=[CH:15][CH:14]=[CH:13][C:3]=1[CH2:4][C:5]1[C:9]([O:10][CH3:11])=[N:8][N:7]2[C:21]([OH:22])=[CH:20][C:19]([C:26]3[CH:31]=[CH:30][N:29]=[CH:28][CH:27]=3)=[N:12][C:6]=12. Procedure details: A solution of 4-(2,3-dichlorobenzyl)-5-methoxy-1H-pyrazol-3-amine (301 mg, 1.1 mmol) and ethyl 3-oxo-3-(pyridin-4-yl)propanoate (223 mg, 1.15 mmol) in acetic acid (15 mL) was stirred at 100° C. for 4 h. Then the reaction mixture was concentrated under vacuo and the residue was purified by silica gel chromatography eluted with EA to EA/MeOH=4/1, and further recrystallized with DMSO/H2O to give the titled compound (57 mg, 13%) as a yellowish solid. LC/MS: MS (ES+) m/e 402 (MH+); 1H NMR (300 MHz, D... Reactants: C(C)(=O)C=1C=CC(=C(C1)S(=O)(=O)N)F (5-acetyl-2-fluorobenzenesulphonamide), N1CCCCC1 (piperidine). Solvent: C(C)O (ethanol). The product is C(C)(=O)C=1C=CC(=C(C1)S(=O)(=O)N)N1CCCCC1 (5-Acetyl-2-(1-piperidinyl)benzenesulphonamide). RXN SMILES: [C:1]([C:4]1[CH:5]=[CH:6][C:7](F)=[C:8]([S:10]([NH2:13])(=[O:12])=[O:11])[CH:9]=1)(=[O:3])[CH3:2].[NH:15]1[CH2:20][CH2:19][CH2:18][CH2:17][CH2:16]1>C(O)C>[C:1]([C:4]1[CH:5]=[CH:6][C:7]([N:15]2[CH2:20][CH2:19][CH2:18][CH2:17][CH2:16]2)=[C:8]([S:10]([NH2:13])(=[O:12])=[O:11])[CH:9]=1)(=[O:3])[CH3:2]. Procedure details: A solution of 5-acetyl-2-fluorobenzenesulphonamide (1 g) and piperidine (0.98 g) in ethanol (50 ml) was heated under reflux for 3.5 hours. The solvent was removed and the residue was dissolved in ethyl acetate (100 ml) and washed with water (2 × 100 ml). The organic phase was dried (MgSO4) and concentrated and the product was crystallised from isopropanol, 0.92 g, m.p. 130.5°-131.5°.